This data is from the Open Reaction Database (ORD), a public repository of structured organic reaction records. The task is: describe an organic reaction: reactants, conditions, products, and yield The reactants are [Mn](=O)(=O)(=O)[O-].[K+] (potassium permanganate), C(C#CC)N1C(=NC=2C=NN(C(C21)=O)CC2=CC=CC1=CC=CC=C21)SC (3-(but-2-ynyl)-2-methylsulphanyl-5-(naphthalen-1-ylmethyl)-3,5-dihydro-imidazo[4,5-d]pyridazin-4-one), C(C)(=O)O (acetic acid), S(=O)(O)[O-].[Na+] (sodium hydrogen sulphite). The solvent is O (water), O (water), [Cl-].[Na+] (sodium chloride). Product: C(C#CC)N1C(=NC=2C=NN(C(C21)=O)CC2=CC=CC1=CC=CC=C21)S(=O)(=O)C (3-(but-2-ynyl)-2-methylsulphonyl-5-(naphthalen-1-ylmethyl)-3,5-dihydro-imidazo[4,5-d]pyridazin-4-one). As a reaction SMILES: [Mn]([O-])(=O)(=O)=O.[K+].[CH2:7]([N:11]1[C:19]2[C:18](=[O:20])[N:17]([CH2:21][C:22]3[C:31]4[C:26](=[CH:27][CH:28]=[CH:29][CH:30]=4)[CH:25]=[CH:24][CH:23]=3)[N:16]=[CH:15][C:14]=2[N:13]=[C:12]1SC)[C:8]#[C:9][CH3:10].[S:34]([O-:37])(O)=[O:35].[Na+].[C:39](O)(=O)C>O.[Cl-].[Na+]>[CH2:7]([N:11]1[C:19]2[C:18](=[O:20])[N:17]([CH2:21][C:22]3[C:31]4[C:26](=[CH:27][CH:28]=[CH:29][CH:30]=4)[CH:25]=[CH:24][CH:23]=3)[N:16]=[CH:15][C:14]=2[N:13]=[C:12]1[S:34]([CH3:39])(=[O:37])=[O:35])[C:8]#[C:9][CH3:10] |f:0.1,3.4,7.8|. Procedure: A solution of 500 mg of potassium permanganate in 20 ml of water was added dropwise to a solution of 600 mg (1.60 mmol) of 3-(but-2-ynyl)-2-methylsulphanyl-5-(naphthalen-1-ylmethyl)-3,5-dihydro-imidazo[4,5-d]pyridazin-4-one in 30 ml glacial acetic acid, with stirring, at ambient temperature. After three hours at ambient temperature a sodium hydrogen sulphite solution was added dropwise until the reaction mixture was virtually decolourised again. Then it was diluted with approx. 50 ml of water an... Reactants: FC1=CC=C(C=C1)C1=C(N(C(C2=CC=CC=C12)=O)C(C)C)/C=C/C(=O)O ((E)-3-[4-(4-fluorophenyl)-2-isopropyl-1-oxo-1,2-dihydroisoquinolin-3-yl]prop-2-enoic acid), C(C(=O)Cl)(=O)Cl (oxalyl chloride). The solvent is O1CCCC1 (tetrahydrofuran). Yields the product FC1=CC=C(C=C1)C1=C(N(C(C2=CC=CC=C12)=O)C(C)C)/C=C/C(=O)Cl ((E)-3-[4-(4-fluorophenyl)-2-isopropyl-1-oxo-1,2-dihydroisoquinolin-3-yl]prop-2-enoyl chloride). As a reaction SMILES: [F:1][C:2]1[CH:7]=[CH:6][C:5]([C:8]2[C:17]3[C:12](=[CH:13][CH:14]=[CH:15][CH:16]=3)[C:11](=[O:18])[N:10]([CH:19]([CH3:21])[CH3:20])[C:9]=2/[CH:22]=[CH:23]/[C:24]([OH:26])=O)=[CH:4][CH:3]=1.C(Cl)(=O)C([Cl:30])=O>O1CCCC1>[F:1][C:2]1[CH:7]=[CH:6][C:5]([C:8]2[C:17]3[C:12](=[CH:13][CH:14]=[CH:15][CH:16]=3)[C:11](=[O:18])[N:10]([CH:19]([CH3:21])[CH3:20])[C:9]=2/[CH:22]=[CH:23]/[C:24]([Cl:30])=[O:26])=[CH:4][CH:3]=1. Procedure details: A solution of (E)-3-[4-(4-fluorophenyl)-2-isopropyl-1-oxo-1,2-dihydroisoquinolin-3-yl]prop-2-enoic acid (0.35 g) in dry tetrahydrofuran (10 ml) was treated with oxalyl chloride (0.26 ml) and heated at reflux for 2 hours. The solvent was then removed by distillation and the residual yellow solid was washed with petroleum ether (b.p. 40°-60° C.), to give (E)-3-[4-(4-fluorophenyl)-2-isopropyl-1-oxo-1,2-dihydroisoquinolin-3-yl]prop-2-enoyl chloride in the form of a pale yellow solid. RXN SMILES: S(Cl)([Cl:3])=O.[Cl:5][C:6]1[CH:7]=[C:8]([C:12]2([OH:26])[C:20]3[C:15](=[CH:16][CH:17]=[CH:18][CH:19]=3)[N:14]=[C:13]2[NH:21][CH2:22][CH2:23][CH2:24]O)[CH:9]=[CH:10][CH:11]=1>C(Cl)(Cl)Cl>[Cl:5][C:6]1[CH:7]=[C:8]([C:12]2([OH:26])[C:20]3[C:15](=[CH:16][CH:17]=[CH:18][CH:19]=3)[N:14]=[C:13]2[NH:21][CH2:22][CH2:23][CH2:24][Cl:3])[CH:9]=[CH:10][CH:11]=1. The reactants are S(=O)(Cl)Cl (Thionylchloride), ClC=1C=C(C=CC1)C1(C(=NC2=CC=CC=C12)NCCCO)O (3-(m-chlorophenyl)-2-(3-hydroxypropylamino)-3H-indol-3-ol). Reported procedure: Thionylchloride (2.2 g., 1.36 ml.) was added dropwise to a stirred suspension of 3-(m-chlorophenyl)-2-(3-hydroxypropylamino)-3H-indol-3-ol (3.16 g.) in chloroform (25ml.) at 0°C. The reaction mixture was heated under reflux for 45 minutes. the mixture was then cooled and the chloroform evaporated off at reduced pressure. Toluene (25 ml.) was added to the residue and after evaporation the procedure was repeated with a second quantity of toluene. The residue was then dissolved in the minimum quant... Yields the product ClC=1C=C(C=CC1)C1(C(=NC2=CC=CC=C12)NCCCCl)O (3-(m-Chlorophenyl)-2-(3-chloropropylamino)-3H-indol-3-ol). Run in C(Cl)(Cl)Cl (chloroform). The reactants are [OH-].[Na+] (Sodium hydroxide), CO (methanol), ClC=1N=C(N(C1Cl)CC1=C(C2=C(N(C(N(C2=O)C)=O)CC(C)C)S1)C(=O)OC)C (Methyl 6-[4,5-dichloro-2-methyl-1H-imidazol-1-ylmethyl]-1,2,3,4-tetrahydro-3-methyl-1-(isobutyl)-2,4-dioxothieno[2,3-d]pyrimidine-5-carboxylate). Run in O1CCCC1 (tetrahydrofuran). Conditions: time 3 hour. Product: ClC=1N=C(N(C1Cl)CC1=C(C2=C(N(C(N(C2=O)C)=O)CC(C)C)S1)C(=O)O)C (6-[(4,5-Dichloro-2-methyl-1H-imidazol-1-yl)methyl]-1,2,3,4-tetrahydro-3-methyl-1-(isobutyl)-2,4-dioxothieno[2,3-d]pyrimidine-5-carboxylic acid). Reaction SMILES: [OH-].[Na+].CO.[Cl:5][C:6]1[N:7]=[C:8]([CH3:33])[N:9]([CH2:12][C:13]2[S:28][C:16]3[N:17]([CH2:24][CH:25]([CH3:27])[CH3:26])[C:18](=[O:23])[N:19]([CH3:22])[C:20](=[O:21])[C:15]=3[C:14]=2[C:29]([O:31]C)=[O:30])[C:10]=1[Cl:11]>O1CCCC1>[Cl:5][C:6]1[N:7]=[C:8]([CH3:33])[N:9]([CH2:12][C:13]2[S:28][C:16]3[N:17]([CH2:24][CH:25]([CH3:27])[CH3:26])[C:18](=[O:23])[N:19]([CH3:22])[C:20](=[O:21])[C:15]=3[C:14]=2[C:29]([OH:31])=[O:30])[C:10]=1[Cl:11] |f:0.1|. Reported procedure: Sodium hydroxide (7.3 ml of 1M aqueous solution) followed by methanol (4 ml) were added to a solution of the product of step c) (2.28 g) in tetrahydrofuran (50 ml) and stirred at room temperature for 3 h. The solution was concentrated under reduced pressure. The residue was diluted with water and extracted with ethyl acetate. The combined extracts were dried over magnesium sulfate, filtered and concentrated in vacuo. The residue was purified by flash silica chromatography eluting with a gradient...